From a dataset of the Open Reaction Database (ORD), a public repository of structured organic reaction records. describe an organic reaction: reactants, conditions, products, and yield The reactants are COc1ccc(C(=O)NC(COC(C)(C)C)C(=O)O)cc1C=Cc1ccc(OC(F)(F)F)cc1, CCN=C=NCCCN(C)C, CN(C)C=O, CCN(C(C)C)C(C)C, Cl, O, NCCO, On1nnc2ccccc21. Product: COc1ccc(C(=O)NC(COC(C)(C)C)C(=O)NCCO)cc1C=Cc1ccc(OC(F)(F)F)cc1. RXN SMILES: [C:1]([CH3:2])([CH3:3])([CH3:4])[O:5][CH2:6][CH:7]([C:8](=[O:9])[OH:10])[NH:11][C:12]([c:13]1[cH:14][c:15]([CH:21]=[CH:22][c:23]2[cH:24][cH:25][c:26]([O:29][C:30]([F:31])([F:32])[F:33])[cH:27][cH:28]2)[c:16]([O:19][CH3:20])[cH:17][cH:18]1)=[O:34].[CH3:51][N:52]([CH3:53])[CH2:54][CH2:55][CH2:56][N:57]=[C:58]=[N:59][CH2:60][CH3:61].[CH3:71][N:72]([CH3:73])[CH:74]=[O:75].[CH:62]([N:63]([CH2:64][CH3:65])[CH:66]([CH3:67])[CH3:68])([CH3:69])[CH3:70].[ClH:50].[OH2:39].[OH:35][CH2:36][CH2:37][NH2:38].[n:40]1([OH:41])[c:42]2[cH:43][cH:44][cH:45][cH:46][c:47]2[n:48][n:49]1>>[C:1]([CH3:2])([CH3:3])([CH3:4])[O:5][CH2:6][CH:7]([C:8](=[O:9])[NH:38][CH2:37][CH2:36][OH:35])[NH:11][C:12]([c:13]1[cH:14][c:15]([CH:21]=[CH:22][c:23]2[cH:24][cH:25][c:26]([O:29][C:30]([F:31])([F:32])[F:33])[cH:27][cH:28]2)[c:16]([O:19][CH3:20])[cH:17][cH:18]1)=[O:34]. Reported procedure: To methanol add N-(3,4,5,6-tetrahydro-2H-1,7,4-benzodioxazonin-9-yl)methanesulfonamide, cyclopentanone, and NaBH3CN. Adjust the pH to six with concentrated HCl. Monitor the progress of the reaction by thin-layer chromatography. Upon completion add concentrated HCl until gas evolution ceases. Partition the reaction mixture between EtOAc and water. Add 1N aqueous NaOH until the solution is basic. Separate and dry the organic layer over Na2SO4. Filter the drying agent and remove the solvent in vacu... Yields the product C1(CCCC1)N1CCOC2=C(OCC1)C=CC(=C2)NS(=O)(=O)C (N-(4-Cyclopentyl-3,4,5,6-tetrahydro-2H-1,7,4-benzodioxazonin-9-yl)methanesulfonamide). The reactants are O1CCNCCOC2=C1C=CC(=C2)NS(=O)(=O)C (N-(3,4,5,6-tetrahydro-2H-1,7,4-benzodioxazonin-9-yl)methanesulfonamide), C1(CCCC1)=O (cyclopentanone), [BH3-]C#N.[Na+] (NaBH3CN), Cl (HCl), Cl (HCl). Reaction SMILES: [O:1]1[C:9]2[CH:10]=[CH:11][C:12]([NH:14][S:15]([CH3:18])(=[O:17])=[O:16])=[CH:13][C:8]=2[O:7][CH2:6][CH2:5][NH:4][CH2:3][CH2:2]1.[C:19]1(=O)[CH2:23][CH2:22][CH2:21][CH2:20]1.[BH3-]C#N.[Na+].Cl>CO>[CH:19]1([N:4]2[CH2:3][CH2:2][O:1][C:9]3[CH:10]=[CH:11][C:12]([NH:14][S:15]([CH3:18])(=[O:17])=[O:16])=[CH:13][C:8]=3[O:7][CH2:6][CH2:5]2)[CH2:23][CH2:22][CH2:21][CH2:20]1 |f:2.3|. The solvent is CO (methanol). Starting materials: COC(=O)Cl, CCN(C(C)C)C(C)C, ClCCl, Cl, COC(=O)C1CCNC(CCc2ccc(F)cc2)C1. The product is COC(=O)C1CCN(C(=O)OC)C(CCc2ccc(F)cc2)C1. RXN SMILES: [C:29]([O:30][CH3:31])(=[O:32])[Cl:33].[CH:20]([N:21]([CH2:22][CH3:23])[CH:24]([CH3:25])[CH3:26])([CH3:27])[CH3:28].[Cl:35][CH2:36][Cl:37].[ClH:34].[F:1][c:2]1[cH:3][cH:4][c:5]([CH2:6][CH2:7][CH:8]2[NH:9][CH2:10][CH2:11][CH:12]([C:14](=[O:15])[O:16][CH3:17])[CH2:13]2)[cH:18][cH:19]1>>[F:1][c:2]1[cH:3][cH:4][c:5]([CH2:6][CH2:7][CH:8]2[N:9]([C:29]([O:30][CH3:31])=[O:32])[CH2:10][CH2:11][CH:12]([C:14](=[O:15])[O:16][CH3:17])[CH2:13]2)[cH:18][cH:19]1. Starting materials: BrC1=CC=C(C=N1)C1=NC2=CC=CC=C2C(N1C1=CC=C(C=C1)C(C)CC)=O (2-(6-bromopyridin-3-yl)-3-(4-sec-butylphenyl)quinazolin-4(3H)-one), CC(C)(C)[O-].[Na+] (NaOt-Bu), C(C)NCC (diethylamine). Reagents/catalysts: CC(=O)[O-].CC(=O)[O-].[Pd+2] (Pd(OAc)2), C1=CC=C(C=C1)P([C-]2C=CC=C2)C3=CC=CC=C3.C1=CC=C(C=C1)P([C-]2C=CC=C2)C3=CC=CC=C3.[Fe+2] (DPPF). Solvent: C1(=CC=CC=C1)C (toluene). Run at time 3 hour. The product is C(C)(CC)C1=CC=C(C=C1)N1C(=NC2=CC=CC=C2C1=O)C=1C=NC(=CC1)N(CC)CC (3-(4-sec-butylphenyl)-2-(6-(diethylamino)pyridin-3-yl)quinazolin-4(3H)-one). Yield: 37.1%. RXN SMILES: Br[C:2]1[N:7]=[CH:6][C:5]([C:8]2[N:17]([C:18]3[CH:23]=[CH:22][C:21]([CH:24]([CH2:26][CH3:27])[CH3:25])=[CH:20][CH:19]=3)[C:16](=[O:28])[C:15]3[C:10](=[CH:11][CH:12]=[CH:13][CH:14]=3)[N:9]=2)=[CH:4][CH:3]=1.CC([O-])(C)C.[Na+].[CH2:35]([NH:37][CH2:38][CH3:39])[CH3:36]>C1(C)C=CC=CC=1.CC([O-])=O.CC([O-])=O.[Pd+2].C1C=CC(P(C2C=CC=CC=2)[C-]2C=CC=C2)=CC=1.C1C=CC(P(C2C=CC=CC=2)[C-]2C=CC=C2)=CC=1.[Fe+2]>[CH:24]([C:21]1[CH:22]=[CH:23][C:18]([N:17]2[C:16](=[O:28])[C:15]3[C:10](=[CH:11][CH:12]=[CH:13][CH:14]=3)[N:9]=[C:8]2[C:5]2[CH:6]=[N:7][C:2]([N:37]([CH2:38][CH3:39])[CH2:35][CH3:36])=[CH:3][CH:4]=2)=[CH:19][CH:20]=1)([CH2:26][CH3:27])[CH3:25] |f:1.2,5.6.7,8.9.10|. Procedure: 2-(6-bromopyridin-3-yl)-3-(4-sec-butylphenyl)quinazolin-4(3H)-one (0.110 g, 0.253 mmol), Pd(OAc)2 (0.017 g, 0.076 mmol), DPPF (0.035 g, 0.063 mmol), NaOt-Bu (0.032 g, 0.330 mmol), and diethylamine (0.040 mL, 0.385 mmol) were combined in toluene (2 mL) in a microwave tube under nitrogen. The mixture was microwaved at 90° C., 300 W, for 3 hours. The mixture was concentrated and purified by flash chromatography on silica gel, eluting with 30% ethyl acetate/heptane to 100% ethyl acetate, to afford t... Reactants: C=CC1CCC(=O)N1C(=O)C(C)Oc1ccc(C(C)(C)C)cc1C(C)(C)C, Cl, [K+], [OH-], O. Yields the product C=CC(N)CCC(=O)O. Reaction SMILES: [C:1]([c:2]1[cH:3][c:4]([C:5]([CH3:6])([CH3:7])[CH3:8])[cH:9][cH:10][c:11]1[O:12][CH:13]([CH3:14])[C:15](=[O:16])[N:19]1[C:20](=[O:26])[CH2:21][CH2:22][CH:23]1[CH:24]=[CH2:25])([CH3:17])([CH3:18])[CH3:27].[ClH:30].[K+:29].[OH-:28].[OH2:31]>>[NH2:19][CH:23]([CH2:22][CH2:21][C:20]([OH:26])=[O:28])[CH:24]=[CH2:25]. Reactants: OCC=1C=CC2=C(SC3=C(CC2=O)C=CC=C3)C1 (3-Hydroxymethyl-10,11-dihydro-11-oxodibenzo[b,f]-thiepin), O (water), C1=CC=CC=C1 (benzene), P(Br)(Br)Br (phosphorous tribromide). The solvent is C1(=CC=CC=C1)C (toluene). Conditions: time 1 hour. Product: BrCC=1C=CC2=C(SC3=C(CC2=O)C=CC=C3)C1 (3-Bromomethyl-10,11-dihydro-11-oxodibenzo[b,f]-thiepin). As a reaction SMILES: O[CH2:2][C:3]1[CH:4]=[CH:5][C:6]2[C:12](=[O:13])[CH2:11][C:10]3[CH:14]=[CH:15][CH:16]=[CH:17][C:9]=3[S:8][C:7]=2[CH:18]=1.C1C=CC=CC=1.P(Br)(Br)[Br:26].O>C1(C)C=CC=CC=1>[Br:26][CH2:2][C:3]1[CH:4]=[CH:5][C:6]2[C:12](=[O:13])[CH2:11][C:10]3[CH:14]=[CH:15][CH:16]=[CH:17][C:9]=3[S:8][C:7]=2[CH:18]=1. Reported procedure: Dissolve 4.43 g. of the alcohol of Step 1 in 100 cc. of benzene and add 1 cc. (10.5 mmole) of phosphorous tribromide. Stir at room temperature for 1 hour, add water and then dilute with toluene. Wash three times with water, dry and strip to a solid residue. Starting materials: C(C1=CC=CC=C1)OC1=C(C(=O)NC2=C(C(=O)OC(C)(C)C)C=CC(=C2)C2=CC=CC=C2)C=C(C=C1)N1CCCCC1 (tert-butyl 2-(2-(benzyloxy)-5-(piperidin-1-yl)benzamido)-4-phenylbenzoate). The reagents and catalysts are [C].[Pd] (palladium-carbon). Run in C(C)(=O)OCC (ethyl acetate), CO (methanol), C(C)(=O)OCC (Ethyl acetate). Conditions: time 30 minute. The product is OC1=C(C(=O)NC2=C(C(=O)OC(C)(C)C)C=CC(=C2)C2=CC=CC=C2)C=C(C=C1)N1CCCCC1 (tert-butyl 2-(2-hydroxy-5-(piperidin-1-yl)benzamido)-4-phenylbenzoate). The yield is 74.2%. As a reaction SMILES: C([O:8][C:9]1[CH:36]=[CH:35][C:34]([N:37]2[CH2:42][CH2:41][CH2:40][CH2:39][CH2:38]2)=[CH:33][C:10]=1[C:11]([NH:13][C:14]1[CH:26]=[C:25]([C:27]2[CH:32]=[CH:31][CH:30]=[CH:29][CH:28]=2)[CH:24]=[CH:23][C:15]=1[C:16]([O:18][C:19]([CH3:22])([CH3:21])[CH3:20])=[O:17])=[O:12])C1C=CC=CC=1>C(OCC)(=O)C.CO.[C].[Pd]>[OH:8][C:9]1[CH:36]=[CH:35][C:34]([N:37]2[CH2:42][CH2:41][CH2:40][CH2:39][CH2:38]2)=[CH:33][C:10]=1[C:11]([NH:13][C:14]1[CH:26]=[C:25]([C:27]2[CH:32]=[CH:31][CH:30]=[CH:29][CH:28]=2)[CH:24]=[CH:23][C:15]=1[C:16]([O:18][C:19]([CH3:22])([CH3:21])[CH3:20])=[O:17])=[O:12] |f:3.4|. Procedure: To a solution mixture of the obtained tert-butyl 2-(2-(benzyloxy)-5-(piperidin-1-yl)benzamido)-4-phenylbenzoate (0.13 g) in ethyl acetate (1 mL) and methanol (1 mL), 10% palladium-carbon (63 mg) was added, followed by stirring under a hydrogen atmosphere at room temperature for 2 hours and 30 minutes. Ethyl acetate was added to the reaction mixture, and the insoluble substance was removed by filtration. The solvent was evaporated under reduced pressure, and diisopropyl ether was added to the obt...